From a dataset of the Open Reaction Database (ORD), a public repository of structured organic reaction records. describe an organic reaction: reactants, conditions, products, and yield The reactants are NC1=CC=C(C=C1)C=1C(CC(NN1)=O)C (6-(p-aminophenyl)-4,5-dihydro-5-methyl-3(2H)-pyridazinone), CC1(CC1)C(=O)Cl (1-methylcyclopropanecarboxylic acid chloride). Run in O1CCCC1 (tetrahydrofuran). Reaction conditions: temperature 60 celsius. Yields the product CC1CC(NN=C1C1=CC=C(C=C1)NC(=O)C1(CC1)C)=O (4,5-dihydro-5-methyl-6-[p-(1-methylcyclopropylcarbonylamino)-phenyl]-3(2H)-pyridazinone). The yield is 65.3%. RXN SMILES: [NH2:1][C:2]1[CH:7]=[CH:6][C:5]([C:8]2[CH:9]([CH3:15])[CH2:10][C:11](=[O:14])[NH:12][N:13]=2)=[CH:4][CH:3]=1.[CH3:16][C:17]1([C:20](Cl)=[O:21])[CH2:19][CH2:18]1>O1CCCC1>[CH3:15][CH:9]1[C:8]([C:5]2[CH:6]=[CH:7][C:2]([NH:1][C:20]([C:17]3([CH3:16])[CH2:19][CH2:18]3)=[O:21])=[CH:3][CH:4]=2)=[N:13][NH:12][C:11](=[O:14])[CH2:10]1. Procedure details: 6.0 g (29.5 millimoles) of 6-(p-aminophenyl)-4,5-dihydro-5-methyl-3(2H)-pyridazinone are dissolved in 150 ml of absolute tetrahydrofuran by stirring and heating to 60° C. 4.2 g (35.4 millimoles) of 1-methylcyclopropanecarboxylic acid chloride are added dropwise to the above solution at 60° C., and the reaction mixture is then stirred for 7 hours at the reflux temperature. The product is filtered off at 10° C., washed with water and recrystallized twice from dimethylformamide/water. 5.5 g (65% of... Starting materials: Cn1cncc1Br, Cc1ccccc1, CCCC[Sn](CCCC)(CCCC)c1cc2nccc(Cl)c2s1, [Sn], c1ccc(P(c2ccccc2)(c2ccccc2)[Pd](P(c2ccccc2)(c2ccccc2)c2ccccc2)(P(c2ccccc2)(c2ccccc2)c2ccccc2)P(c2ccccc2)(c2ccccc2)c2ccccc2)cc1. Yields the product Cn1cncc1-c1cc2nccc(Cl)c2s1. Reaction SMILES: [Br:25][c:26]1[cH:27][n:28][cH:29][n:30]1[CH3:31].[CH3:32][c:33]1[cH:34][cH:35][cH:36][cH:37][cH:38]1.[Cl:2][c:3]1[c:4]2[c:5]([n:6][cH:7][cH:8]1)[cH:9][c:10]([Sn:12]([CH2:13][CH2:14][CH2:15][CH3:16])([CH2:17][CH2:18][CH2:19][CH3:20])[CH2:21][CH2:22][CH2:23][CH3:24])[s:11]2.[Sn:1].[cH:39]1[cH:40][cH:41][c:42]([P:43]([Pd:44]([P:45]([c:46]2[cH:47][cH:48][cH:49][cH:50][cH:51]2)([c:52]2[cH:53][cH:54][cH:55][cH:56][cH:57]2)[c:58]2[cH:59][cH:60][cH:61][cH:62][cH:63]2)([P:64]([c:65]2[cH:66][cH:67][cH:68][cH:69][cH:70]2)([c:71]2[cH:72][cH:73][cH:74][cH:75][cH:76]2)[c:77]2[cH:78][cH:79][cH:80][cH:81][cH:82]2)[P:83]([c:84]2[cH:85][cH:86][cH:87][cH:88][cH:89]2)([c:90]2[cH:91][cH:92][cH:93][cH:94][cH:95]2)[c:96]2[cH:97][cH:98][cH:99][cH:100][cH:101]2)([c:102]2[cH:103][cH:104][cH:105][cH:106][cH:107]2)[c:108]2[cH:109][cH:110][cH:111][cH:112][cH:113]2)[cH:114][cH:115]1>>[Cl:2][c:3]1[c:4]2[c:5]([n:6][cH:7][cH:8]1)[cH:9][c:10](-[c:26]1[cH:27][n:28][cH:29][n:30]1[CH3:31])[s:11]2. The reactants are Cc1cc(C(=O)c2c(N(C)C)sc3cc(OCc4ccccc4)ccc23)ccc1CN1CCCC1, COc1cc(Br)ccc1OCCN1CCCC1. Product: COc1cc(-c2sc3cc(OCc4ccccc4)ccc3c2C(=O)c2ccc(CN3CCCC3)c(C)c2)ccc1OCCN1CCCC1. RXN SMILES: [CH3:1][c:2]1[cH:3][c:4]([C:14](=[O:15])[c:16]2[c:17]3[c:18]([s:19][c:20]2[N:21]([CH3:22])[CH3:23])[cH:24][c:25]([O:28][CH2:29][c:30]2[cH:31][cH:32][cH:33][cH:34][cH:35]2)[cH:26][cH:27]3)[cH:5][cH:6][c:7]1[CH2:8][N:9]1[CH2:10][CH2:11][CH2:12][CH2:13]1.[N:36]1([CH2:41][CH2:42][O:43][c:44]2[c:45]([O:51][CH3:52])[cH:46][c:47]([Br:50])[cH:48][cH:49]2)[CH2:37][CH2:38][CH2:39][CH2:40]1>>[CH3:1][c:2]1[cH:3][c:4]([C:14](=[O:15])[c:16]2[c:17]3[c:18]([s:19][c:20]2-[c:47]2[cH:46][c:45]([O:51][CH3:52])[c:44]([O:43][CH2:42][CH2:41][N:36]4[CH2:37][CH2:38][CH2:39][CH2:40]4)[cH:49][cH:48]2)[cH:24][c:25]([O:28][CH2:29][c:30]2[cH:31][cH:32][cH:33][cH:34][cH:35]2)[cH:26][cH:27]3)[cH:5][cH:6][c:7]1[CH2:8][N:9]1[CH2:10][CH2:11][CH2:12][CH2:13]1. Starting materials: O.C([O-])(O)=O.[Na+] (sodium bicarbonate water), C1(=CC=CC=C1)C (toluene), N1(C=NC=C1)C1=C(C=O)C=CC=C1OC (1H-imidazol-1-yl-3-methoxybenzaldehyde), O.C1(=CC=C(C=C1)S(=O)(=O)O)C (para-toluenesulfonic acid monohydrate). Run in C(C)(=O)OCC (ethyl acetate), C(CO)O (ethylene glycol). Reaction conditions: time 4 hour. Yields the product O1C(OCC1)C1=CC(=C(C=C1)N1C=NC=C1)OC (1-(4-[1,3]dioxolan-2-yl-2-methoxyphenyl)-1H-imidazole). Reaction SMILES: [C:1]1([CH3:7])C=CC=CC=1.[N:8]1([C:13]2[C:20]([O:21][CH3:22])=[CH:19][CH:18]=[CH:17][C:14]=2C=O)[CH:12]=[CH:11][N:10]=[CH:9]1.O.C1(C)C=CC(S(O)(=O)=O)=CC=1.O.[C:36](=O)([OH:38])[O-:37].[Na+]>C(OCC)(=O)C.C(O)CO>[O:37]1[CH2:7][CH2:1][O:38][CH:36]1[C:18]1[CH:17]=[CH:14][C:13]([N:8]2[CH:12]=[CH:11][N:10]=[CH:9]2)=[C:20]([O:21][CH3:22])[CH:19]=1 |f:2.3,4.5.6|. Procedure: To a toluene (70 mL) solution of 4-(1H-imidazol-1-yl-3-methoxybenzaldehyde (4.3 g) and ethylene glycol (6.5 g), para-toluenesulfonic acid monohydrate (4.8 g) was added, Dean-Stark equipment was attached and heat-refluxing was carried out for 4 hours. After allowing cool the reaction mixture to room temperature, a saturated sodium bicarbonate water and ethyl acetate were added, and the organic layer was partitioned. The organic layer was washed with a saturated salt solution and concentrated unde... The reactants are FC(CI)F (1,1-difluoro-2-iodoethane), C[Si](C)(C)[N-][Si](C)(C)C.[Na+] (NaHMDS), C1CCOC1 (THF), IC1=NNC=C1 (3-iodo-1H-pyrazole). Solvent: CN(C)C=O (DMF). Conditions: time 1.25 hour. The product is FC(CN1N=C(C=C1)I)F (1-(2,2-difluoroethyl)-3-iodo-1H-pyrazole). The yield is 50.5%. RXN SMILES: C[Si]([N-][Si](C)(C)C)(C)C.[Na+].C1COCC1.[I:16][C:17]1[CH:21]=[CH:20][NH:19][N:18]=1.[F:22][CH:23]([F:26])[CH2:24]I>CN(C=O)C>[F:22][CH:23]([F:26])[CH2:24][N:19]1[CH:20]=[CH:21][C:17]([I:16])=[N:18]1 |f:0.1|. Procedure: A stirred solution of NaHMDS in THF (1.0 M, 3.1 mL, 3.1 mmol) was cooled in an ice water bath under Ar. 3-iodo-1H-pyrazole (500 mg, 2.6 mmol) was added as a solution in DMF (1 mL), washing with additional DMF (2×1 mL). 1,1-difluoro-2-iodoethane (0.47 mL, 5.2 mmol) was added in one portion and the mixture was removed from the cold bath. After 1.25 h, the reaction mixture was diluted with water and EtOAc. The phases were separated, and the organic phase was washed with water and brine, dried over ... Reactants: Cl (hydrochloric acid), N[C@@H](CC1=CC=CC=C1)C(=O)O (L-phenylalanine), CS(=O)(=O)Cl (methanesulfonyl chloride), O1CCCC1 (tetrahydrofuran). Solvent: [OH-].[Na+] (sodium hydroxide), [OH-].[Na+] (sodium hydroxide). Conditions: time 5 minute. Product: CS(=O)(=O)N[C@H](CC1=CC=CC=C1)C(=O)O (N-Methanesulfonyl-D-phenylalanine). The yield is 41.1%. As a reaction SMILES: [NH2:1][C@H:2]([C:10]([OH:12])=[O:11])[CH2:3][C:4]1[CH:9]=[CH:8][CH:7]=[CH:6][CH:5]=1.[CH3:13][S:14](Cl)(=[O:16])=[O:15].O1CCCC1.Cl>[OH-].[Na+]>[CH3:13][S:14]([NH:1][C@@H:2]([C:10]([OH:12])=[O:11])[CH2:3][C:4]1[CH:9]=[CH:8][CH:7]=[CH:6][CH:5]=1)(=[O:16])=[O:15] |f:4.5|. Procedure details: To a solution of L-phenylalanine 1.65 g (10 mmol) in 2N sodium hydroxide aqueous solution, cooled in an ice-water bath and under vigorous stirring, a mixture of methanesulfonyl chloride 1.26 g (11 mmol) and tetrahydrofuran 3 ml, and 2N sodium hydroxide aqueous solution 6 ml were added dropwise and alternately each in three portions. After completion of addition stirring was continued under ice-water cooling for 5 minutes, further, at room temperature for 1 hour. 6N hydrochloric acid 2 ml was add...